Dataset: the Open Reaction Database (ORD), a public repository of structured organic reaction records. Task: describe an organic reaction: reactants, conditions, products, and yield The product is [N-]=[N+]=NS(=O)(=O)CC1CO1. As a reaction SMILES: [C:15]([O:16][OH:17])(=[O:18])[CH3:19].[CH2:1]([CH:2]=[CH2:3])[S:4](=[O:5])(=[O:6])[N:7]=[N+:8]=[N-:9].[CH2:28]([Cl:29])[Cl:30].[CH3:11][C:12]([O-:13])=[O:14].[CH3:20][CH:21]=[CH2:22].[CH3:31][C:32](=[O:33])[OH:34].[Na+:10].[O:23]1[CH:24]([CH3:25])[CH2:26]1.[OH2:27]>>[CH2:1]([CH:2]1[CH2:3][O:13]1)[S:4](=[O:5])(=[O:6])[N:7]=[N+:8]=[N-:9]. Starting materials: CC(=O)OO, C=CCS(=O)(=O)N=[N+]=[N-], ClCCl, CC(=O)[O-], C=CC, CC(=O)O, [Na+], CC1CO1, O. Reactants: CCCCCCCCCCCCCCCCCC(=O)O, O=C(Cl)Cl, Clc1ccccc1. Product: CCCCCCCCCCCCCCCCCC(=O)Cl. Reaction SMILES: [CH3:1][CH2:2][CH2:3][CH2:4][CH2:5][CH2:6][CH2:7][CH2:8][CH2:9][CH2:10][CH2:11][CH2:12][CH2:13][CH2:14][CH2:15][CH2:16][CH2:17][C:18]([OH:19])=[O:20].[Cl:21][C:22](=[O:23])[Cl:24].[Cl:25][c:26]1[cH:27][cH:28][cH:29][cH:30][cH:31]1>>[CH3:1][CH2:2][CH2:3][CH2:4][CH2:5][CH2:6][CH2:7][CH2:8][CH2:9][CH2:10][CH2:11][CH2:12][CH2:13][CH2:14][CH2:15][CH2:16][CH2:17][C:18](=[O:20])[Cl:21]. Reactants: FC1=CC=C(C=C1)SCCC(=O)O (3-(4-Fluorophenylthio)propanoic acid), Cl (hydrogen chloride), C(C(=O)Cl)(=O)Cl (Oxalyl chloride), [Al+3].[Cl-].[Cl-].[Cl-] (AlCl3). The reagents and catalysts are CN(C=O)C (dimethyl formamide). The solvent is ClCCl (dichloromethane), O (water). Reaction conditions: temperature 0 celsius, time 0.5 hour. The product is FC=1C=CC2=C(C(CCS2)=O)C1 (6-fluoro-2,3-dihydro-4H-1-benzothiopyran-4-one). The yield is 93.3%. As a reaction SMILES: [F:1][C:2]1[CH:7]=[CH:6][C:5]([S:8][CH2:9][CH2:10][C:11]([OH:13])=O)=[CH:4][CH:3]=1.C(Cl)(=O)C(Cl)=O.[Al+3].[Cl-].[Cl-].[Cl-].Cl>ClCCl.CN(C)C=O.O>[F:1][C:2]1[CH:3]=[CH:4][C:5]2[S:8][CH2:9][CH2:10][C:11](=[O:13])[C:6]=2[CH:7]=1 |f:2.3.4.5|. Reported procedure: 3-(4-Fluorophenylthio)propanoic acid (3 g, 15 mmol) was dissloved in dichloromethane (30 mL ) and cooled to 0° C. in an ice bath. Oxalyl chloride (10 mL) was added slowly, dimethyl formamide (1 drop) was added and the reaction mixture was stirred at 0° C. for 0.5 hours. At which point the reaction was concentrated under reduced pressure to a residue, then resuspended in dichloromethane and cooled to 0° C. in an ice bath, Cs2 (1 mL ) was added and AlCl3 (4 g, 15 mmol) was added slowly. The reacti... Solvent: C(Cl)Cl (CH2Cl2). The reactants are ClCC(=O)NC=1SC2=C(N1)C(=CC=C2)OC2=NC=NC(=C2)C2=CC=C(C=C2)C(F)(F)F (2-chloro-N-{4-[6-(4-trifluoromethyl-phenyl)-pyrimidin-4-yloxy]-benzothiazol-2-yl}-acetamide), N1CCOCC1 (morpholine). Procedure details: This material was prepared according to the procedure described in Example 83(b) using 2-chloro-N-{4-[6-(4-trifluoromethyl-phenyl)-pyrimidin-4-yloxy]-benzothiazol-2-yl}-acetamide, (Example 83(a)), (0.17 g, 0.33 mmol) and morpholine (72 uL, 0.82 mmol, Aldrich) in CH2Cl2 (1.5 mL). Purification by silica gel chromatography (1:1 of EtOAc/hexanes) provided the title compound as a white solid. MS (ESI, pos. ion) m/z: 516 (M+1). Mp:177.8–181.7° C. Yields the product N1(CCOCC1)CC(=O)NC=1SC2=C(N1)C(=CC=C2)OC2=NC=NC(=C2)C2=CC=C(C=C2)C(F)(F)F (2-Morpholin-4-yl-N-{4-[6-(4-trifluoromethyl-phenyl)-pyrimidin-4-yloxy]-benzothiazol-2-yl}--acetamide). As a reaction SMILES: Cl[CH2:2][C:3]([NH:5][C:6]1[S:7][C:8]2[CH:14]=[CH:13][CH:12]=[C:11]([O:15][C:16]3[CH:21]=[C:20]([C:22]4[CH:27]=[CH:26][C:25]([C:28]([F:31])([F:30])[F:29])=[CH:24][CH:23]=4)[N:19]=[CH:18][N:17]=3)[C:9]=2[N:10]=1)=[O:4].[NH:32]1[CH2:37][CH2:36][O:35][CH2:34][CH2:33]1>C(Cl)Cl>[N:32]1([CH2:2][C:3]([NH:5][C:6]2[S:7][C:8]3[CH:14]=[CH:13][CH:12]=[C:11]([O:15][C:16]4[CH:21]=[C:20]([C:22]5[CH:27]=[CH:26][C:25]([C:28]([F:31])([F:30])[F:29])=[CH:24][CH:23]=5)[N:19]=[CH:18][N:17]=4)[C:9]=3[N:10]=2)=[O:4])[CH2:37][CH2:36][O:35][CH2:34][CH2:33]1. The reactants are O=C(O)c1ccc(-c2ccccc2)cc1, CNOC. Reagents/catalysts: C1CCN(C1)C(=[N+]2CCCC2)ON3C4=CC=CC=C4N=N3.F[P-](F)(F)(F)(F)F (HBPYU). Solvent: CN(C)C=O (DMF), CN(C)C=O (DMF), CN(C)C=O (DMF), CN(C)C=O (DMF), CN(C)C=O (DMF), CN(C)C=O (DMF). Run at temperature 25 celsius, time 2 hour. Yields the product CON(C)C(=O)c1ccc(-c2ccccc2)cc1. Isolated yield 1.7%. As a reaction SMILES: CNOC.O=C(O)c1ccc(-c2ccccc2)cc1.C1CCN(C1)C(=[N+]2CCCC2)ON3C4=CC=CC=C4N=N3.F[P-](F)(F)(F)(F)F.CN(C)C=O>>CON(C)C(=O)c1ccc(-c2ccccc2)cc1. Starting materials: C(#CC)OC1OCCCC1 (prop-1-ynyltetrahydropyranyl ether), CC(CCCCBr)C (5-methylhexyl bromide), ice water, [NH2-].[Li+] (lithium amide). Solvent: CS(=O)C (dimethyl sulfoxide), CS(=O)C (dimethyl sulfoxide). Run at time 1 hour. Product: 82.6, O1C(CCCC1)OCC#CCCCCC(C)C (8-methylnon-2-ynyl tetrahydropyranyl ether). Yield: 70.0%. RXN SMILES: [C:1]([O:4][CH:5]1[CH2:10][CH2:9][CH2:8][CH2:7][O:6]1)#[C:2][CH3:3].[NH2-].[Li+].[CH3:13][CH:14]([CH3:20])[CH2:15][CH2:16][CH2:17][CH2:18]Br>CS(C)=O>[O:6]1[CH2:7][CH2:8][CH2:9][CH2:10][CH:5]1[O:4][CH2:1][C:2]#[C:3][CH2:18][CH2:17][CH2:16][CH2:15][CH:14]([CH3:20])[CH3:13] |f:1.2|. Reported procedure: (0.5 mole) of prop-1-ynyltetrahydropyranyl ether in 200 ml of dimethyl sulfoxide were added with stirring to a solution of 11.5g. (0.5 mole) of lithium amide in 200 ml of dimethyl sulfoxide. Stirring was continued for 1 hour and 5-methylhexyl bromide 89g. (0.5 mole) were added over 45 min. External cooling was necessary to keep the temperature at 30° C. After 3 hours, the mixture was poured into 1 liter of ice-water. The mixture was extracted with petrol-ether, and the organic phase washed with ...